Dataset: the Open Reaction Database (ORD), a public repository of structured organic reaction records. Task: describe an organic reaction: reactants, conditions, products, and yield Reactants: OC1=NC(=CC2=CC(=CC=C12)OC)N1N=CC=C1 (1-hydroxy-6-methoxy-3-(pyrazol-1-yl)-isoquinoline), intermediate 7, C(C)(C)C=1N=C(SC1)C1=NC2=CC(=CC=C2C(=C1)OC1CN2C(CCCCCCC=CC3CC3(NC(C2C1)=O)C(=O)O)=O)OC (18-[2-[4-(isopropyl)thiazol-2-yl]-7-methoxyquinolin-4-yloxy]-2,15-dioxo-3,16-diazatricyclo[14.3.0.04,6]nonadec-7-ene-4-carboxylic acid). Product: COC=1C=C2C=C(N=C(C2=CC1)OC1CN2C(CCCCCCC=CC3CC3(NC(C2C1)=O)C(=O)O)=O)N1N=CC=C1 (18-[6-methoxy-3-(pyrazol-1-yl)isoquinolin-1-yloxy]-2,15-dioxo-3,16-diazatricyclo[14.3.0.04,6]nonadec-7-ene-4-carboxylic acid). Reaction SMILES: [OH:1][C:2]1[C:11]2[C:6](=[CH:7][C:8]([O:12][CH3:13])=[CH:9][CH:10]=2)[CH:5]=[C:4]([N:14]2[CH:18]=[CH:17][CH:16]=[N:15]2)[N:3]=1.C(C1N=C(C2C=C(O[CH:38]3[CH2:56][CH:55]4[N:40]([C:41](=[O:61])[CH2:42][CH2:43][CH2:44][CH2:45][CH2:46][CH2:47][CH:48]=[CH:49][CH:50]5[C:52]([C:58]([OH:60])=[O:59])([NH:53][C:54]4=[O:57])[CH2:51]5)[CH2:39]3)C3C(=CC(OC)=CC=3)N=2)SC=1)(C)C>>[CH3:13][O:12][C:8]1[CH:7]=[C:6]2[C:11](=[CH:10][CH:9]=1)[C:2]([O:1][CH:38]1[CH2:56][CH:55]3[N:40]([C:41](=[O:61])[CH2:42][CH2:43][CH2:44][CH2:45][CH2:46][CH2:47][CH:48]=[CH:49][CH:50]4[C:52]([C:58]([OH:60])=[O:59])([NH:53][C:54]3=[O:57])[CH2:51]4)[CH2:39]1)=[N:3][C:4]([N:14]1[CH:18]=[CH:17][CH:16]=[N:15]1)=[CH:5]2. Procedure: The title compound was prepared from 1-hydroxy-6-methoxy-3-(pyrazol-1-yl)-isoquinoline and intermediate 7 following the procedure (Step F-H) reported for 18-[2-[4-(isopropyl)thiazol-2-yl]-7-methoxyquinolin-4-yloxy]-2,15-dioxo-3,16-diazatricyclo[14.3.0.04,6]nonadec-7-ene-4-carboxylic acid 10: m/z=574 (M+H)+. Reactants: CCCI, O=Cc1ccc(C(F)(F)F)cc1O. Product: CCCOc1cc(C(F)(F)F)ccc1C=O. As a reaction SMILES: [CH2:14]([CH2:15][CH3:16])[I:17].[OH:1][c:2]1[c:3]([CH:4]=[O:5])[cH:6][cH:7][c:8]([C:10]([F:11])([F:12])[F:13])[cH:9]1>>[O:1]([c:2]1[c:3]([CH:4]=[O:5])[cH:6][cH:7][c:8]([C:10]([F:11])([F:12])[F:13])[cH:9]1)[CH2:14][CH2:15][CH3:16]. Reactants: CN(CCN)C (N,N-Dimethylethylenediamine), CC=1N=C(SC1C1=CC=NC=C1)C(=O)OC (methyl 4-methyl-5-(4-pyridinyl)-thiazole-2-carboxylate). Run in O (water). Reaction conditions: time 8 hour. Product: CC=1N=C(SC1C1=CC=NC=C1)C(=O)NCCN(C)C (4-methyl-N-(2-dimethylaminoethyl)-5-(4-pyridinyl)-thiazole-2-carboxamide). RXN SMILES: [CH3:1][N:2]([CH3:6])[CH2:3][CH2:4][NH2:5].[CH3:7][C:8]1[N:9]=[C:10]([C:19](OC)=[O:20])[S:11][C:12]=1[C:13]1[CH:18]=[CH:17][N:16]=[CH:15][CH:14]=1>O>[CH3:7][C:8]1[N:9]=[C:10]([C:19]([NH:5][CH2:4][CH2:3][N:2]([CH3:6])[CH3:1])=[O:20])[S:11][C:12]=1[C:13]1[CH:18]=[CH:17][N:16]=[CH:15][CH:14]=1. Reported procedure: N,N-Dimethylethylenediamine (1.4 ml) was added to a suspension of methyl 4-methyl-5-(4-pyridinyl)-thiazole-2-carboxylate (200 mg) in water (2.8 ml) at room temperature, and the mixture was stirred at room temperature for overnight. The mixture was evaporated to dryness and the residue was chromatographed on an activated alumina column and eluted with chloroform to give 4-methyl-N-(2-dimethylaminoethyl)-5-(4-pyridinyl)-thiazole-2-carboxamide as yellow oil.